The task is: describe an organic reaction: reactants, conditions, products, and yield. This data is from the Open Reaction Database (ORD), a public repository of structured organic reaction records. Reactants: CN(CCC(OC1=CC=C(C=C1)O)C1CC1)C (1-dimethylamino-3-cyclopropyl-3-p-hydroxyphenoxy-propane), [OH-].[K+] (KOH), C(C)O (ethanol). Run at time 1 hour. Product: CN(CCC(OC1=CC=C(C=C1)OC)C1CC1)C (1-dimethylamino-3-cyclopropyl-3-p-methoxyphenoxy-propane). Reaction SMILES: [CH3:1][N:2]([CH3:17])[CH2:3][CH2:4][CH:5]([CH:14]1[CH2:16][CH2:15]1)[O:6][C:7]1[CH:12]=[CH:11][C:10]([OH:13])=[CH:9][CH:8]=1.[OH-].[K+].[CH2:20](O)C>>[CH3:17][N:2]([CH3:1])[CH2:3][CH2:4][CH:5]([CH:14]1[CH2:15][CH2:16]1)[O:6][C:7]1[CH:8]=[CH:9][C:10]([O:13][CH3:20])=[CH:11][CH:12]=1 |f:1.2|. Procedure: A mixture of 23.5 g of 1-dimethylamino-3-cyclopropyl-3-p-hydroxyphenoxy-propane, 100 ml of absolute ethanol and 200 ml of 0.5N ethanolic KOH is stirred for one hour at 20° and evaporated. The residue is dissolved in 250 ml of absolute DMF. 12.6 g of dimethyl sulphate is added in portions, with stirring. The mixture is boiled for two hours and evaporated; the residue is subjected to the customary working up; and 1-dimethylamino-3-cyclopropyl-3-p-methoxyphenoxy-propane is obtained. Starting materials: [Si](C)(C)(C(C)(C)C)OCC1=C(N)C=CC(=C1)OC (2-((tert-butyldimethylsilyloxy) methyl)-4-methoxyaniline), FC(CC(=O)O)(F)F (3,3,3-trifluoro-propionic acid), CCN=C=NCCCN(C)C (EDCI), C=1C=CC2=C(C1)N=NN2O (HOBT), CN1CCOCC1 (NMM). The solvent is C(Cl)Cl (CH2Cl2), C(Cl)Cl (CH2Cl2). Conditions: temperature 20 celsius, time 2 hour. Product: [Si](C)(C)(C(C)(C)C)OCC1=C(C=CC(=C1)OC)NC(CC(F)(F)F)=O (N-(2-((tert-butyldimethylsilyloxy)methyl)-4-methoxyphenyl)-3,3,3-trifluoropropanamide). Reaction SMILES: [Si:1]([O:8][CH2:9][C:10]1[CH:16]=[C:15]([O:17][CH3:18])[CH:14]=[CH:13][C:11]=1[NH2:12])([C:4]([CH3:7])([CH3:6])[CH3:5])([CH3:3])[CH3:2].[F:19][C:20]([F:26])([F:25])[CH2:21][C:22](O)=[O:23].CCN=C=NCCCN(C)C.C1C=CC2N(O)N=NC=2C=1.CN1CCOCC1>C(Cl)Cl>[Si:1]([O:8][CH2:9][C:10]1[CH:16]=[C:15]([O:17][CH3:18])[CH:14]=[CH:13][C:11]=1[NH:12][C:22](=[O:23])[CH2:21][C:20]([F:26])([F:25])[F:19])([C:4]([CH3:7])([CH3:6])[CH3:5])([CH3:2])[CH3:3]. Procedure details: A mixture of 2-((tert-butyldimethylsilyloxy) methyl)-4-methoxyaniline (14.0 g), 3,3,3-trifluoro-propionic acid (7.30 g, 57.0 mmol), EDCI (15.0 g, 76.5 mmol), HOBT (11.0 g, 80.2 mmol) and NMM (22 mL, 157 mmol) in anhydrous CH2Cl2 (200 mL) was stirred at 20° C. for 2 hours. The mixture was diluted with CH2Cl2 (100 mL), the organic layer was washed with 1M HCl (100 mL), H2O (100 mL) and brine (100 mL), dried over Na2SO4 and concentrated to give the product. Reactants: Cl (hydrogen chloride), ClC1=CC=C(C=C1)[C@@H]1N(CC[C@H](C1)C(CC(=O)OCC)=O)C(=O)OC (Trans-methyl 2-(4-chlorophenyl)-4-(3-ethoxy-3-oxopropanoyl)piperidine-1-carboxylate), NO (Hydroxylamine), [OH-].[Na+] (Sodium hydroxide). Solvent: CO (MeOH). Run at temperature -40 celsius, time 20 minute. Product: ClC1=CC=C(C=C1)[C@@H]1N(CC[C@H](C1)C1=CC(NO1)=O)C(=O)OC (trans-methyl 2-(4-chlorophenyl)-4-(3-oxo-2,3-dihydroisoxazol-5-yl)piperidine-1-carboxylate). The yield is 92.1%. As a reaction SMILES: [Cl:1][C:2]1[CH:7]=[CH:6][C:5]([C@H:8]2[CH2:13][C@H:12]([C:14](=[O:21])[CH2:15][C:16](OCC)=[O:17])[CH2:11][CH2:10][N:9]2[C:22]([O:24][CH3:25])=[O:23])=[CH:4][CH:3]=1.[OH-].[Na+].[NH2:28]O.Cl>CO>[Cl:1][C:2]1[CH:7]=[CH:6][C:5]([C@H:8]2[CH2:13][C@H:12]([C:14]3[O:21][NH:28][C:16](=[O:17])[CH:15]=3)[CH2:11][CH2:10][N:9]2[C:22]([O:24][CH3:25])=[O:23])=[CH:4][CH:3]=1 |f:1.2|. Procedure details: Trans-methyl 2-(4-chlorophenyl)-4-(3-ethoxy-3-oxopropanoyl)piperidine-1-carboxylate (184 mg, 0.50 mmol) (from example 27, step 1) was dissolved in MeOH (2 mL) and cooled to −40° C. under nitrogen. Sodium hydroxide (0.147 mL, 0.50 mmol) was added during 10 min and the yellow solution continued to stir at −40° C. for 20 min. Hydroxylamine (50% by weight in water, 0.031 mL, 0.50 mmol) was added during 8 min. The resulting solution was stirred at −40° C. for 3 h. The mixture was then rapidly poured ... The reactants are IC (iodomethane), IC (iodomethane), C([O-])([O-])=O.[K+].[K+] (potassium carbonate), C(C)OC1=CC(=C(CN2N=C(C(=C2O)C)C(=O)OCC)C(=C1)F)F (ethyl 1-(4-ethoxy-2,6-difluorobenzyl)-5-hydroxy-4-methyl-1H-pyrazole-3-carboxylate). The solvent is CC(=O)C (acetone). Run at time 24 hour. The product is C(C)OC1=CC(=C(CN2N=C(C(=C2OC)C)C(=O)OCC)C(=C1)F)F (ethyl 1-(4-ethoxy-2,6-difluorobenzyl)-5-methoxy-4-methyl-1H-pyrazole-3-carboxylate). RXN SMILES: [CH2:1]([O:3][C:4]1[CH:22]=[C:21]([F:23])[C:7]([CH2:8][N:9]2[C:13]([OH:14])=[C:12]([CH3:15])[C:11]([C:16]([O:18][CH2:19][CH3:20])=[O:17])=[N:10]2)=[C:6]([F:24])[CH:5]=1)[CH3:2].IC.[C:27](=O)([O-])[O-].[K+].[K+]>CC(C)=O>[CH2:1]([O:3][C:4]1[CH:5]=[C:6]([F:24])[C:7]([CH2:8][N:9]2[C:13]([O:14][CH3:27])=[C:12]([CH3:15])[C:11]([C:16]([O:18][CH2:19][CH3:20])=[O:17])=[N:10]2)=[C:21]([F:23])[CH:22]=1)[CH3:2] |f:2.3.4|. Procedure details: 3.95 g of ethyl 1-(4-ethoxy-2,6-difluorobenzyl)-5-hydroxy-4-methyl-1H-pyrazole-3-carboxylate 1-1-1 (11.6 mmol, 1.0 eq.) were dissolved in 50 mL of acetone. 1.45 mL of iodomethane (23.2 mmol, 2.0 eq.) and 5.78 g (41.8 mmol, 3.6 eq.) of potassium carbonate were added and stirred over for 24 hours at rt. 1.45 mL of iodomethane (23.2 mmol, 2.0 eq.) were added and the mixture was stirred for further 24 hours at rt. The suspension was filtered off over sea sand and the filtrate was concentrated in vac...